Dataset: the Open Reaction Database (ORD), a public repository of structured organic reaction records. Task: describe an organic reaction: reactants, conditions, products, and yield Reactants: CC=1N=CN(C1)C1=C(C=C(C#N)C=C1)C(F)(F)F (4-(4-methyl-1H-imidazol-1-yl)-3-(trifluoromethyl)-benzonitrile), Cl (hydrochloric acid), C(C)(=O)O (acetic acid). Conditions: temperature 95 celsius, time 16 hour. The product is CC=1N=CN(C1)C1=C(C=C(C(=O)O)C=C1)C(F)(F)F (4-(4-Methyl-1H-imidazol-1-yl)-3-(trifluoromethyl)-benzoic acid). Reaction SMILES: [CH3:1][C:2]1[N:3]=[CH:4][N:5]([C:7]2[CH:14]=[CH:13]C(C#N)=[CH:9][C:8]=2[C:15]([F:18])([F:17])[F:16])[CH:6]=1.Cl.[C:20]([OH:23])(=[O:22])[CH3:21]>>[CH3:1][C:2]1[N:3]=[CH:4][N:5]([C:7]2[CH:14]=[CH:13][C:21]([C:20]([OH:23])=[O:22])=[CH:9][C:8]=2[C:15]([F:18])([F:16])[F:17])[CH:6]=1. Reported procedure: A mixture of 4-(4-methyl-1H-imidazol-1-yl)-3-(trifluoromethyl)-benzonitrile (1.01 g, 4 mmol), 6 mL of acetic acid and 3 mL of 12 M hydrochloric acid (37%) is shaken for 16 hours at 95° C. After cooling, the reaction mixture is evaporated to dryness under reduced pressure. The resulting residue is evaporated twice with toluene, dissolved in water and the pH is adjusted to ˜5-6 by dropwise addition of 1M sodium hydroxide solution. The aqueous phase is extracted twice with ethyl acetate. The organi... Yields the product Cn1cnc(C=O)c1Br. Reaction SMILES: [Br:9][N:10]1[C:11](=[O:12])[CH2:13][CH2:14][C:15]1=[O:16].[CH3:1][n:2]1[cH:3][n:4][c:5]([CH:7]=[O:8])[cH:6]1.[CH:17]([Cl:18])([Cl:19])[Cl:20].[Na+:21].[Na+:22].[O-:23][C:24](=[O:25])[O-:26]>>[CH3:1][n:2]1[cH:3][n:4][c:5]([CH:7]=[O:8])[c:6]1[Br:9]. Reactants: O=C1CCC(=O)N1Br, Cn1cnc(C=O)c1, ClC(Cl)Cl, [Na+], [Na+], O=C([O-])[O-]. Product: FC(C=1C=C(C(=O)N2[C@@H](CN(CC2)CC#CCCl)CC2=CNC3=CC=CC=C23)C=C(C1)C(F)(F)F)(F)F ((2R)-1-[3,5-bis(trifluoromethyl)-benzoyl]2-(1H-indol-3-ylmethyl]-4-(4-chloro-2-butin-1-yl)piperazine). Reaction conditions: temperature 50 celsius, time 5 hour. Starting materials: ClCC#CCCl (1,4-dichloro-2-butine), C(=O)([O-])[O-].[K+].[K+] (K2CO3), FC(C=1C=C(C(=O)N2[C@@H](CNCC2)CC2=CNC3=CC=CC=C23)C=C(C1)C(F)(F)F)(F)F ((2R)-1-[3,5-bis(trifluoromethyl)-benzoyl]-2-(1H-indol-3-ylmethyl)piperazine). As a reaction SMILES: [Cl:1][CH2:2][C:3]#[C:4][CH2:5]Cl.C([O-])([O-])=O.[K+].[K+].[F:13][C:14]([F:44])([F:43])[C:15]1[CH:16]=[C:17]([CH:36]=[C:37]([C:39]([F:42])([F:41])[F:40])[CH:38]=1)[C:18]([N:20]1[CH2:25][CH2:24][NH:23][CH2:22][C@H:21]1[CH2:26][C:27]1[C:35]2[C:30](=[CH:31][CH:32]=[CH:33][CH:34]=2)[NH:29][CH:28]=1)=[O:19]>CN(C=O)C>[F:42][C:39]([F:40])([F:41])[C:37]1[CH:36]=[C:17]([CH:16]=[C:15]([C:14]([F:13])([F:43])[F:44])[CH:38]=1)[C:18]([N:20]1[CH2:25][CH2:24][N:23]([CH2:5][C:4]#[C:3][CH2:2][Cl:1])[CH2:22][C@H:21]1[CH2:26][C:27]1[C:35]2[C:30](=[CH:31][CH:32]=[CH:33][CH:34]=2)[NH:29][CH:28]=1)=[O:19] |f:1.2.3|. Procedure details: 22 ml 1,4-dichloro-2-butine was added to a suspension of 43 g K2CO3 in 100 ml DMF at 20° C. under a protective gas atmosphere. The mixture was heated to 50° C. and then a solution of 50 g (2R)-1-[3,5-bis(trifluoromethyl)-benzoyl]-2-(1H-indol-3-ylmethyl)piperazine in 200 ml DMF was added dropwise to this receiving solution. The resulting mixture was stirred for 5 hours at 50° C. Stirring was continued overnight at room temperature, undissolved precipitate was filtered out, and the precipitate was... The solvent is CN(C)C=O (DMF), CN(C)C=O (DMF). As a reaction SMILES: [C:1]([CH3:2])([CH3:3])([CH3:4])[c:5]1[cH:6][c:7]([O:35][CH2:36][CH3:37])[c:8]([C:11]2=[N:15][C:14]([CH3:16])([c:17]3[cH:18][cH:19][c:20]([Cl:23])[cH:21][cH:22]3)[C:13]([CH3:24])([c:25]3[cH:26][cH:27][c:28]([Cl:31])[cH:29][cH:30]3)[N:12]2[C:32](=[O:33])[Cl:34])[cH:9][n:10]1.[NH:38]1[c:39]2[c:40]([cH:45][cH:46][cH:47][cH:48]2)[NH:41][CH2:42][CH2:43][CH2:44]1>>[C:1]([CH3:2])([CH3:3])([CH3:4])[c:5]1[cH:6][c:7]([O:35][CH2:36][CH3:37])[c:8]([C:11]2=[N:15][C:14]([CH3:16])([c:17]3[cH:18][cH:19][c:20]([Cl:23])[cH:21][cH:22]3)[C:13]([CH3:24])([c:25]3[cH:26][cH:27][c:28]([Cl:31])[cH:29][cH:30]3)[N:12]2[C:32](=[O:33])[N:38]2[c:39]3[c:40]([cH:45][cH:46][cH:47][cH:48]3)[NH:41][CH2:42][CH2:43][CH2:44]2)[cH:9][n:10]1. Reactants: CCOc1cc(C(C)(C)C)ncc1C1=NC(C)(c2ccc(Cl)cc2)C(C)(c2ccc(Cl)cc2)N1C(=O)Cl, c1ccc2c(c1)NCCCN2. Product: CCOc1cc(C(C)(C)C)ncc1C1=NC(C)(c2ccc(Cl)cc2)C(C)(c2ccc(Cl)cc2)N1C(=O)N1CCCNc2ccccc21.